Dataset: the Open Reaction Database (ORD), a public repository of structured organic reaction records. Task: describe an organic reaction: reactants, conditions, products, and yield Reactants: FC1=CC=C(C=2C(OC(C21)=O)=O)F (4,7-difluoro-2-benzofuran-1,3-dione), C(=O)N (formamide), ice water. Product: FC1=C2C(NC(C2=C(C=C1)F)=O)=O (4,7-Difluoro-1H-isoindole-1,3(2H)-dione). As a reaction SMILES: [F:1][C:2]1[C:10]2[C:9](=[O:11])[O:8][C:7](=O)[C:6]=2[C:5]([F:13])=[CH:4][CH:3]=1.C([NH2:16])=O>>[F:1][C:2]1[CH:3]=[CH:4][C:5]([F:13])=[C:6]2[C:10]=1[C:9](=[O:11])[NH:16][C:7]2=[O:8]. Procedure: Under argon, 2.15 g (11.68 mmol) of 4,7-difluoro-2-benzofuran-1,3-dione were stirred in 15 ml of formamide at 130° C. for 5 h. The cooled reaction mixture was then added to ice-water. A solid precipitated out. This solid was filtered off with suction and washed with water. The product was dried under high vacuum. This gave 0.45 g (21% of theory) of the target compound. The reactants are B, CSC, COC(=O)c1cc(NC=O)c(OC)cc1OC, CO, Cl, C1CCOC1. The product is CNc1cc(C(=O)OC)c(OC)cc1OC. RXN SMILES: [BH3:21].[CH3:18][S:19][CH3:20].[CH3:1][O:2][c:3]1[c:4]([C:5](=[O:6])[O:7][CH3:8])[cH:9][c:10]([NH:15][CH:16]=[O:17])[c:11]([O:13][CH3:14])[cH:12]1.[CH3:22][OH:23].[ClH:24].[O:25]1[CH2:26][CH2:27][CH2:28][CH2:29]1>>[CH3:1][O:2][c:3]1[c:4]([C:5](=[O:6])[O:7][CH3:8])[cH:9][c:10]([NH:15][CH3:16])[c:11]([O:13][CH3:14])[cH:12]1. Reactants: CCC1CC(N)CC1c1nnc2cnc3c(ccn3S(=O)(=O)c3ccc(C)cc3)n12, C1CCOC1, CC(C)OC(=O)Cl. Product: CCC1CC(NC(=O)OC(C)C)CC1c1nnc2cnc3c(ccn3S(=O)(=O)c3ccc(C)cc3)n12. As a reaction SMILES: [CH2:1]([CH3:2])[CH:3]1[CH2:4][CH:5]([NH2:30])[CH2:6][CH:7]1[c:8]1[n:9][n:10][c:11]2[n:12]1[c:13]1[c:14]([n:15][cH:16]2)[n:17]([S:20](=[O:21])(=[O:22])[c:23]2[cH:24][cH:25][c:26]([CH3:27])[cH:28][cH:29]2)[cH:18][cH:19]1.[CH2:38]1[O:39][CH2:40][CH2:41][CH2:42]1.[Cl:31][C:32](=[O:33])[O:34][CH:35]([CH3:36])[CH3:37]>>[CH2:1]([CH3:2])[CH:3]1[CH2:4][CH:5]([NH:30][C:32](=[O:33])[O:34][CH:35]([CH3:36])[CH3:37])[CH2:6][CH:7]1[c:8]1[n:9][n:10][c:11]2[n:12]1[c:13]1[c:14]([n:15][cH:16]2)[n:17]([S:20](=[O:21])(=[O:22])[c:23]2[cH:24][cH:25][c:26]([CH3:27])[cH:28][cH:29]2)[cH:18][cH:19]1. Reactants: FC(CCCCBr)(F)F (1,1,1-trifluoro-5-bromopentane), ClCCCC(CCCCC(F)(F)F)O (1-chloro-9,9,9-trifluoro-4-nonanol), ClCCCC(CCCCC(F)(F)F)=O (1-chloro-9,9,9-trifluoro-4-nonanone), C(C)(=O)C(CCCC1=CC=C(C(=O)OCC)C=C1)(CCCC(CCCCC(F)(F)F)OC(C)=O)C(=O)OC(C)(C)C (ethyl 4-(4-acetyl-4-tert-butoxycarbonyl-8-acetoxy-13,13,13-trifluorotridecyl)benzoate), C(C)(=O)C(CCCC1=CC=C(C(=O)OCC)C=C1)CCCC(CCCCC(F)(F)F)OC(C)=O (ethyl 4-(4-acetyl-8-acetoxy-13,13,13-trifluorotridecyl)benzoate), C(C)(C)(C)OC(=O)C(CCCC1=CC=C(C(=O)OCC)C=C1)C(C)=O (ethyl 4-(4-tert-butoxycarbonyl-5-oxohexyl)benzoate), C(CCCC)Br (amyl bromide), product, ClCCCC(CCCCC(F)(F)F)OC(C)=O (1-chloro-4-acetoxy-9,9,9-trifluorononane). Yields the product C(C)(=O)C(CCCC1=CC=C(C(=O)O)C=C1)CCCC(CCCCC(F)(F)F)O (4-(4-acetyl-8-hydroxy-13,13,13-trifluorotridecyl)benzoic acid). Reaction SMILES: [F:1][C:2]([F:9])([F:8])[CH2:3][CH2:4][CH2:5][CH2:6]Br.C(Br)CCCC.ClCCCC(=O)CCCCC(F)(F)F.ClCCCC(O)CCCCC(F)(F)F.ClCCCC(OC(=O)C)CCCCC(F)(F)F.C(OC(C(C(=O)C)CCCC1C=CC(C(OCC)=O)=CC=1)=O)(C)(C)C.[C:86]([C:89](C(OC(C)(C)C)=O)([CH2:104][CH2:105][CH2:106][CH:107]([O:116]C(=O)C)CCCCC(F)(F)F)[CH2:90][CH2:91][CH2:92][C:93]1[CH:103]=[CH:102][C:96]([C:97]([O:99]CC)=[O:98])=[CH:95][CH:94]=1)(=[O:88])[CH3:87].C(C(CCCC(OC(=O)C)CCCCC(F)(F)F)CCCC1C=CC(C(OCC)=O)=CC=1)(=O)C>>[C:86]([CH:89]([CH2:104][CH2:105][CH2:106][CH:107]([OH:116])[CH2:6][CH2:5][CH2:4][CH2:3][C:2]([F:9])([F:8])[F:1])[CH2:90][CH2:91][CH2:92][C:93]1[CH:94]=[CH:95][C:96]([C:97]([OH:99])=[O:98])=[CH:102][CH:103]=1)(=[O:88])[CH3:87]. Reported procedure: The synthesis of this compound is carried out as described in Example 1, except that in Step B(1) an equivalent amount of 1,1,1-trifluoro-5-bromopentane is substituted for amyl bromide. The product of Step B(1) thus becomes 1-chloro-9,9,9-trifluoro-4-nonanone. Subsequent steps afford in order: Step B(2), 1-chloro-9,9,9-trifluoro-4-nonanol; Step B(3), 1-chloro-4-acetoxy-9,9,9-trifluorononane; Step C, ethyl 4-(4-tert-butoxycarbonyl-5-oxohexyl)benzoate; Step D, ethyl 4-(4-acetyl-4-tert-butoxycarbon...